This data is from the Open Reaction Database (ORD), a public repository of structured organic reaction records. The task is: describe an organic reaction: reactants, conditions, products, and yield Reactants: NC[C@H](NC(C1=C(C=C(C=C1)C(=O)NCC1=CC(=CC=C1)O)Cl)=O)C(=O)OC (3-amino-N-[2-chloro-4-[[[(3-hydroxyphenyl)methyl]amino]carbonyl]benzoyl]-L-alanine, methyl ester), NN=CS(=O)(=O)O (aminoiminomethanesulfonic acid), O.[OH-].[Li+] (lithium hydroxide monohydrate). The reagents and catalysts are C(C)N(CC)CC (triethylamine). Solvent: CO (methanol). Reaction conditions: time 8 hour. Yields the product ClC1=C(C(=O)N[C@@H](CNC=NN)C(=O)O)C=CC(=C1)C(=O)NCC1=CC(=CC=C1)O (N-[2-chloro-4-[[[(3-hydroxyphenyl)methyl]amino]carbonyl]benzoyl]-3-(aminoiminomethyl)amino-L-alanine). Isolated yield 31.9%. RXN SMILES: [NH2:1][CH2:2][C@@H:3]([C:25]([O:27]C)=[O:26])[NH:4][C:5](=[O:24])[C:6]1[CH:11]=[CH:10][C:9]([C:12]([NH:14][CH2:15][C:16]2[CH:21]=[CH:20][CH:19]=[C:18]([OH:22])[CH:17]=2)=[O:13])=[CH:8][C:7]=1[Cl:23].[NH2:29][N:30]=[CH:31]S(O)(=O)=O.O.[OH-].[Li+]>CO.C(N(CC)CC)C>[Cl:23][C:7]1[CH:8]=[C:9]([C:12]([NH:14][CH2:15][C:16]2[CH:21]=[CH:20][CH:19]=[C:18]([OH:22])[CH:17]=2)=[O:13])[CH:10]=[CH:11][C:6]=1[C:5]([NH:4][C@H:3]([C:25]([OH:27])=[O:26])[CH2:2][NH:1][CH:31]=[N:30][NH2:29])=[O:24] |f:2.3.4|. Procedure details: To a solution of 3-amino-N-[2-chloro-4-[[[(3-hydroxyphenyl)methyl]amino]carbonyl]benzoyl]-L-alanine, methyl ester (Example 72; 50 mg, 0.123 mmol) in methanol (2 mL) were added triethylamine (3 drops) and aminoiminomethanesulfonic acid (prepared according to Kim, K. et al. Tetrahedron Lett. 1988, 29, 3183-3186; 37 mg, 0.30 mmol). The reaction was stirred at room temperature overnight, and then the solvent was evaporated. The residue was suspended in tetrahydrofuran/methanol/water (3:1:1; 2 mL) an... Reactants: CC#N, CN(C)c1ccncc1, CCN(C(C)C)C(C)C, ClC(Cl)(Cl)Cl, CN(C)C(=O)N1CC(c2cc(F)ccc2F)=CC1c1cccc(O)c1, [O-]P(OCc1ccccc1)OCc1ccccc1. Product: CN(C)C(=O)N1CC(c2cc(F)ccc2F)=CC1c1cccc(OP(=O)(OCc2ccccc2)OCc2ccccc2)c1. As a reaction SMILES: [CH3:58][C:59]#[N:60].[CH3:61][N:62]([c:63]1[cH:64][cH:65][n:66][cH:67][cH:68]1)[CH3:69].[CH:26]([N:27]([CH2:28][CH3:29])[CH:30]([CH3:31])[CH3:32])([CH3:33])[CH3:34].[Cl:35][C:36]([Cl:37])([Cl:38])[Cl:39].[F:1][c:2]1[c:3]([C:9]2=[CH:10][CH:11]([c:19]3[cH:20][c:21]([OH:25])[cH:22][cH:23][cH:24]3)[N:12]([C:14](=[O:15])[N:16]([CH3:17])[CH3:18])[CH2:13]2)[cH:4][c:5]([F:8])[cH:6][cH:7]1.[P:40]([O:41][CH2:42][c:43]1[cH:44][cH:45][cH:46][cH:47][cH:48]1)([O:49][CH2:50][c:51]1[cH:52][cH:53][cH:54][cH:55][cH:56]1)[O-:57]>>[F:1][c:2]1[c:3]([C:9]2=[CH:10][CH:11]([c:19]3[cH:20][c:21]([O:25][P:40]([O:41][CH2:42][c:43]4[cH:44][cH:45][cH:46][cH:47][cH:48]4)([O:49][CH2:50][c:51]4[cH:52][cH:53][cH:54][cH:55][cH:56]4)=[O:57])[cH:22][cH:23][cH:24]3)[N:12]([C:14](=[O:15])[N:16]([CH3:17])[CH3:18])[CH2:13]2)[cH:4][c:5]([F:8])[cH:6][cH:7]1. Starting materials: OC[C@]12CCC(C=C1[C@H](C[C@H]1[C@@H]3CCC([C@@]3(C)CC[C@H]21)=O)C)=O (19-hydroxy-6α-methyl-4-androstene-3,17-dione), CC(=O)C.OS(=O)(=O)O.O=[Cr](=O)=O (Jones Reagent), S(=O)([O-])[O-].[Na+].[Na+] (sodium sulfite). Run in CN(C=O)C (dimethylformamide). Conditions: temperature 40 celsius, time 5 hour. The product is C[C@H]1C[C@H]2[C@@H]3CCC([C@@]3(C)CC[C@@H]2[C@]2(CCC(C=C12)=O)C=O)=O (6α-methyl-4-androstene-3,17,19-trione). Reaction SMILES: [OH:1][CH2:2][C@@:3]12[C@@H:20]3[C@H:11]([C@H:12]4[C@@:16]([CH2:18][CH2:19]3)([CH3:17])[C:15](=[O:21])[CH2:14][CH2:13]4)[CH2:10][C@H:9]([CH3:22])[C:8]1=[CH:7][C:6](=[O:23])[CH2:5][CH2:4]2.CC(C)=O.OS(O)(=O)=O.O=[Cr](=O)=O.S([O-])([O-])=O.[Na+].[Na+]>CN(C)C=O>[CH3:22][C@@H:9]1[C:8]2[C@:3]([CH:2]=[O:1])([CH2:4][CH2:5][C:6](=[O:23])[CH:7]=2)[C@@H:20]2[C@H:11]([C@H:12]3[C@@:16]([CH2:18][CH2:19]2)([CH3:17])[C:15](=[O:21])[CH2:14][CH2:13]3)[CH2:10]1 |f:1.2.3,4.5.6|. Procedure details: To a solution of 19-hydroxy-6α-methyl-4-androstene-3,17-dione in dimethylformamide at 40° C. is rapidly added one equivalent of Jones Reagent. The solution is stirred for about 5 hours at 40° C., cooled and a 1% aqueous sodium sulfite solution is added. The precipitate which forms is collected, washed well with water and crystallized from ether-hexane to yield 6α-methyl-4-androstene-3,17,19-trione. Reactants: CC=1C=C2COC3(CCNCC3)C2=CC1 (5-methyl-spiro[isobenzofuran-1(3H),4'-piperidine]), BrCCCCCCBr (1,6-dibromo-hexane), C([O-])([O-])=O.[K+].[K+] (potassium carbonate), [I-].[K+] (potassium iodide). Solvent: CC(C)CC(=O)C (MIBK). Product: CC=1C=C2COC3(CCN(CC3)CCCCCCN3CCC4(CC3)OCC3=CC(=CC=C34)C)C2=CC1 (1,6-Bis[5-methyl-spiro[isobenzofuran-1 (3H),4'-piperidin]-1'-yl]hexane). Reaction SMILES: [CH3:1][C:2]1[CH:3]=[C:4]2[C:13](=[CH:14][CH:15]=1)[C:7]1([CH2:12][CH2:11][NH:10][CH2:9][CH2:8]1)[O:6][CH2:5]2.Br[CH2:17][CH2:18][CH2:19][CH2:20][CH2:21][CH2:22]Br.[C:24](=[O:27])([O-])[O-].[K+].[K+].[I-].[K+]>CC(CC(C)=O)C>[CH3:1][C:2]1[CH:3]=[C:4]2[C:13](=[CH:14][CH:15]=1)[C:7]1([CH2:8][CH2:9][N:10]([CH2:17][CH2:18][CH2:19][CH2:20][CH2:21][CH2:22][N:10]3[CH2:11][CH2:12][C:7]4([C:13]5[C:14](=[CH:15][C:2]([CH3:1])=[CH:3][CH:4]=5)[CH2:24][O:27]4)[CH2:8][CH2:9]3)[CH2:11][CH2:12]1)[O:6][CH2:5]2 |f:2.3.4,5.6|. Procedure: A solution of 5-methyl-spiro[isobenzofuran-1(3H),4'-piperidine] (4 g), 1,6-dibromo-hexane (2.2 g), finely powdered potassium carbonate (2.7 g) and a crystal of potassium iodide in MIBK (150 ml) was refluxed for 4 h. Inorganic salts were filtered off and MIBK evaporated. Column chromatography on silica gel (eluted with ethyl acetate/ethanol/triethylamine 75:25:4) gave the pure title compound 11a. Yield 1.0 g. Mp 113°-116° C. (recrystallized from 2-propyl ether). 1H NMR (CDCl3)δ1.30-1.45 (m,4 H), ...